This data is from the Open Reaction Database (ORD), a public repository of structured organic reaction records. The task is: describe an organic reaction: reactants, conditions, products, and yield Reactants: ClC1=CC=C(C=C1)C1=NOC(=C1COC=1C=C(N(N1)C)C(=O)O)CO (5-[3-(4-chloro-phenyl)-5-hydroxymethyl-isoxazol-4-ylmethoxy]-2-methyl-2H-pyrazole-3-carboxylic acid), O.ON1N=NC2=C1C=CC=C2 (1-hydroxybenzotriazole hydrate), C(C)N(C(C)C)C(C)C (N-ethyldiisopropylamine), N-(3-dimethylaminopropyl)-N′-ethylcarbodiimidazole hydrochloride, NC(CO)(C)C (2-amino-2-methyl-1-propanol), [Cl-].[Na+] (sodium chloride). Solvent: C1CCOC1 (THF). Run at time 8 hour. The product is OCC(C)(C)NC(=O)C=1N(N=C(C1)OCC=1C(=NOC1CO)C1=CC=C(C=C1)Cl)C (5-[3-(4-Chloro-phenyl)-5-hydroxymethyl-isoxazol-4-ylmethoxy]-2-methyl-2H-pyrazole-3-carboxylic acid (2-hydroxy-1,1-dimethyl-ethyl)-amide). Yield: 26.3%. As a reaction SMILES: [Cl:1][C:2]1[CH:7]=[CH:6][C:5]([C:8]2[C:12]([CH2:13][O:14][C:15]3[CH:16]=[C:17]([C:21](O)=[O:22])[N:18]([CH3:20])[N:19]=3)=[C:11]([CH2:24][OH:25])[O:10][N:9]=2)=[CH:4][CH:3]=1.O.ON1C2C=CC=CC=2N=N1.C(N(C(C)C)C(C)C)C.[NH2:46][C:47]([CH3:51])([CH3:50])[CH2:48][OH:49].[Cl-].[Na+]>C1COCC1>[OH:49][CH2:48][C:47]([NH:46][C:21]([C:17]1[N:18]([CH3:20])[N:19]=[C:15]([O:14][CH2:13][C:12]2[C:8]([C:5]3[CH:6]=[CH:7][C:2]([Cl:1])=[CH:3][CH:4]=3)=[N:9][O:10][C:11]=2[CH2:24][OH:25])[CH:16]=1)=[O:22])([CH3:51])[CH3:50] |f:1.2,5.6|. Procedure details: To a solution of 5-[3-(4-chloro-phenyl)-5-hydroxymethyl-isoxazol-4-ylmethoxy]-2-methyl-2H-pyrazole-3-carboxylic acid (100 mg, 0.28 mmol) in THF (2.7 mL) was added 1-hydroxybenzotriazole hydrate (43.0 mg, 0.28 mmol), N-ethyldiisopropylamine (120 μL, 0.69 mmol), N-(3-dimethylaminopropyl)-N′-ethylcarbodiimidazole hydrochloride (43.0 mg, 0.28 mmol) and 2-amino-2-methyl-1-propanol (25.3 mg, 0.28 mmol) and the resulting mixture stirred overnight at room temperature. The reaction mixture was then poure... The reactants are C(=O)(C(F)(F)F)O (TFA), C1(=CC=CC=C1)S(=O)CC=1C=CN2N=CN=C(C21)NC2=CC(=C(C=C2)OCC2=CC(=CC=C2)F)Cl ((5-benzenesulfinylmethyl-pyrrolo[2,1-f][1,2,4]triazin-4-yl)-[3-chloro-4-(3-fluoro-benzyloxy)-phenyl]-amine), N1CCNCCC1 (homopiperazine), NC1CCN(CC1)CC=1C=CN2N=CN=C(C21)NC2=CC(=C(C=C2)OCC2=CC(=CC=C2)F)Cl ([5-(4-Amino-piperidin-1-ylmethyl)-pyrrolo[2,1-f][1,2,4]triazin-4-yl]-[3-chloro-4-(3-fluoro-benzyloxy)-phenyl]-amine). Run in CO (methanol). Yields the product ClC=1C=C(C=CC1OCC1=CC(=CC=C1)F)NC1=NC=NN2C1=C(C=C2)CN2CCNCCC2 ([3-Chloro-4-(3-fluoro-benzyloxy)-phenyl]-(5-[1,4]diazepan-1-ylmethyl-pyrrolo[2,1-f][1,2,4]triazin-4-yl)-amine). Reaction SMILES: C1(S(CC2C=CN3C=2C(NC2C=CC(OCC4C=CC=C(F)C=4)=C(Cl)C=2)=NC=N3)=O)C=CC=CC=1.N1CCCNCC1.[NH2:43][CH:44]1[CH2:49][CH2:48][N:47]([CH2:50][C:51]2[CH:52]=[CH:53][N:54]3[C:59]=2[C:58]([NH:60][C:61]2[CH:66]=[CH:65][C:64]([O:67][CH2:68][C:69]4[CH:74]=[CH:73][CH:72]=[C:71]([F:75])[CH:70]=4)=[C:63]([Cl:76])[CH:62]=2)=[N:57][CH:56]=[N:55]3)[CH2:46][CH2:45]1.C(O)(C(F)(F)F)=O>CO>[Cl:76][C:63]1[CH:62]=[C:61]([NH:60][C:58]2[C:59]3=[C:51]([CH2:50][N:47]4[CH2:46][CH2:45][CH2:44][NH:43][CH2:49][CH2:48]4)[CH:52]=[CH:53][N:54]3[N:55]=[CH:56][N:57]=2)[CH:66]=[CH:65][C:64]=1[O:67][CH2:68][C:69]1[CH:74]=[CH:73][CH:72]=[C:71]([F:75])[CH:70]=1. Reported procedure: The title compound was prepared from 7B and excess homopiperazine by a route analogous to that used for the preparation of 7C. It had an analytical HPLC retention time=1.36 min. (YMC Xterra S7 C18, 3.0×50 mm column, 10–90% aqueous methanol over 2 minutes containing 0.1% TFA, 5 mL/min, monitoring at 220 nm)and a LC/MS M++1=481.